Dataset: the Open Reaction Database (ORD), a public repository of structured organic reaction records. Task: describe an organic reaction: reactants, conditions, products, and yield Starting materials: CC1=C(C=C(C(=O)NC2=CC(=CC(=C2)C(F)(F)F)N2C=NC(=C2)C)C=C1)NC1=NC=CC(=N1)C=1C=NC=CC1 (4-methyl-N-[3-(4-methyl-imidazol-1-yl)-5-trifluoromethyl-phenyl]-3-(4-pyridin-3-yl-pyrimidin-2-ylamino)-benzamide), CS(=O)(=O)O (methane sulfonic acid). Solvent: C(C)(=O)OCC (ethyl acetate). Run at temperature 76 celsius, time 8 hour. Product: S(C)(=O)(=O)O.CC1=C(C=C(C(=O)NC2=CC(=CC(=C2)C(F)(F)F)N2C=NC(=C2)C)C=C1)NC1=NC=CC(=N1)C=1C=NC=CC1 (4-methyl-N-[3-(4-methyl-imidazol-1-yl)-5-trifluoromethyl-phenyl]-3-(4-pyridin-3-yl-pyrimidin-2-ylamino)-benzamide mesylate salt). Reaction SMILES: [CH3:1][C:2]1[CH:26]=[CH:25][C:5]([C:6]([NH:8][C:9]2[CH:14]=[C:13]([C:15]([F:18])([F:17])[F:16])[CH:12]=[C:11]([N:19]3[CH:23]=[C:22]([CH3:24])[N:21]=[CH:20]3)[CH:10]=2)=[O:7])=[CH:4][C:3]=1[NH:27][C:28]1[N:33]=[C:32]([C:34]2[CH:35]=[N:36][CH:37]=[CH:38][CH:39]=2)[CH:31]=[CH:30][N:29]=1.[CH3:40][S:41]([OH:44])(=[O:43])=[O:42]>C(OCC)(=O)C>[S:41]([OH:44])(=[O:43])(=[O:42])[CH3:40].[CH3:1][C:2]1[CH:26]=[CH:25][C:5]([C:6]([NH:8][C:9]2[CH:14]=[C:13]([C:15]([F:16])([F:17])[F:18])[CH:12]=[C:11]([N:19]3[CH:23]=[C:22]([CH3:24])[N:21]=[CH:20]3)[CH:10]=2)=[O:7])=[CH:4][C:3]=1[NH:27][C:28]1[N:33]=[C:32]([C:34]2[CH:35]=[N:36][CH:37]=[CH:38][CH:39]=2)[CH:31]=[CH:30][N:29]=1 |f:3.4|. Reported procedure: To a 75 mL reactor equipped with a temperature probe and a condenser, 307 mg of 4-methyl-N-[3-(4-methyl-imidazol-1-yl)-5-trifluoromethyl-phenyl]-3-(4-pyridin-3-yl-pyrimidin-2-ylamino)-benzamide free base and 30 mL of ethyl acetate were charged. The slurry was stirred and heated to 76° C. To the solution, 580 μL of 1 M methane sulfonic acid solution (in ethyl acetate) was added. The mixture was stirred at 76° C. for six hours, cooled to 25° C. at a rate of 0.5° C./minute and held at 25° C. overni...